This data is from the Open Reaction Database (ORD), a public repository of structured organic reaction records. The task is: describe an organic reaction: reactants, conditions, products, and yield The solvent is C1CCOC1 (THF). As a reaction SMILES: C[O:2][C:3](=[O:37])[CH2:4][CH:5]([C:25]1[N:26]=[C:27]([N:30]2[CH2:35][CH2:34][CH:33]([OH:36])[CH2:32][CH2:31]2)[S:28][CH:29]=1)[N:6]1[CH2:12][CH2:11][CH2:10][N:9]([C:13]2[C:14]([O:23][CH3:24])=[CH:15][CH:16]=[C:17]3[C:22]=2[N:21]=[CH:20][CH:19]=[CH:18]3)[CH2:8][CH2:7]1.[OH-].[Na+].CO>C1COCC1>[OH:36][CH:33]1[CH2:32][CH2:31][N:30]([C:27]2[S:28][CH:29]=[C:25]([CH:5]([N:6]3[CH2:12][CH2:11][CH2:10][N:9]([C:13]4[C:14]([O:23][CH3:24])=[CH:15][CH:16]=[C:17]5[C:22]=4[N:21]=[CH:20][CH:19]=[CH:18]5)[CH2:8][CH2:7]3)[CH2:4][C:3]([OH:37])=[O:2])[N:26]=2)[CH2:35][CH2:34]1 |f:1.2|. Procedure: The product from step 1 (660 mg, 1.26 mmol) was dissolved in THF (4.20 mL) and 1 N aq. NaOH (2.52 mL, 2.52 mmol) was added, followed by MeOH (2.10 mL). The reaction was stirred at room temp for 3 h, then concentrated. The product was taken up in CH2Cl2 and water, then acidified to pH 4 with AcOH. NH4OH was added to bring the pH to 9, then the aqueous was extracted with CH2Cl2 (3×50 mL). The combined organic was dried over MgSO4, filtered, and concentrated to give the product, which was used with... Yields the product OC1CCN(CC1)C=1SC=C(N1)C(CC(=O)O)N1CCN(CCC1)C=1C(=CC=C2C=CC=NC12)OC ((±)-3-[2-(4-Hydroxy-piperidin-1-yl)-thiazol-4-yl]-3-[4-(7-methoxy-quinolin-8-yl)-[1,4]diazepan-1-yl]-propionic Acid). Conditions: time 3 hour. Reactants: [OH-].[Na+] (NaOH), COC(CC(N1CCN(CCC1)C=1C(=CC=C2C=CC=NC12)OC)C=1N=C(SC1)N1CCC(CC1)O)=O ((±)-3-[2-(4-Hydroxy-piperidin-1-yl)-thiazol-4-yl]-3-[4-(7-methoxy-quinolin-8-yl)-[1,4]diazepan-1-yl]-propionic Acid Methyl Ester), CO (MeOH). Starting materials: ClCCCCOC=1C(=CC(=C(C1)N=CN(C)C)C#N)OC (N′-[5-(4-chlorobutoxy)-2-cyano-4-methoxyphenyl]-N,N-dimethylimidoformamide), C(C)(=O)O (acetic acid), NC1=NNC(=C1)CC(=O)O ((3-amino-1H-pyrazol-5-yl)acetic acid). Run in C(C)O (ethanol). Reaction conditions: time 1 hour. The product is ClCCCCOC1=C(C=C2C(=NC=NC2=C1)NC1=NNC(=C1)CC(=O)O)OC ((3-([7-(4-chlorobutoxy)-6-methoxyquinazolin-4-yl]amino)-1H-pyrazol-5-yl)acetic acid). Isolated yield 73.9%. As a reaction SMILES: [Cl:1][CH2:2][CH2:3][CH2:4][CH2:5][O:6][C:7]1[C:8]([O:20][CH3:21])=[CH:9][C:10]([C:18]#[N:19])=[C:11]([N:13]=[CH:14][N:15](C)C)[CH:12]=1.C(O)(=O)C.N[C:27]1[CH:31]=[C:30]([CH2:32][C:33]([OH:35])=[O:34])[NH:29][N:28]=1>C(O)C>[Cl:1][CH2:2][CH2:3][CH2:4][CH2:5][O:6][C:7]1[CH:12]=[C:11]2[C:10]([C:18]([NH:19][C:27]3[CH:31]=[C:30]([CH2:32][C:33]([OH:35])=[O:34])[NH:29][N:28]=3)=[N:15][CH:14]=[N:13]2)=[CH:9][C:8]=1[O:20][CH3:21]. Procedure: N′-[5-(4-chlorobutoxy)-2-cyano-4-methoxyphenyl]-N,N-dimethylimidoformamide (464 g, 15 mmol) in acetic acid (13.5 ml, 225 mmol) was reacted with (3-amino-1H-pyrazol-5-yl)acetic acid (2.22 g, 15.8 mmol) at reflux for 1 hour. The mixture was cooled, diluted with ethanol (25 ml) and the resultant precipitate recovered by suction filtration. The solid was stirred in water for 1 hour, collected by suction filtration and dried to yield (3-([7-(4-chlorobutoxy)-6-methoxyquinazolin-4-yl]amino)-1H-pyrazol-... Reaction SMILES: [CH2:20]([C:21]([CH3:22])=[O:23])[CH3:24].[CH3:1][O:2][CH:3]([c:4]1[cH:5][cH:6][c:7]([CH2:9][OH:10])[o:8]1)[O:11][CH3:12].[Cl:15][CH2:16][CH:17]1[CH2:18][O:19]1.[Na+:14].[OH-:13]>>[CH3:1][O:2][CH:3]([c:4]1[cH:5][cH:6][c:7]([CH2:9][O:10][CH2:16][CH:17]2[CH2:18][O:19]2)[o:8]1)[O:11][CH3:12]. Starting materials: CCC(C)=O, COC(OC)c1ccc(CO)o1, ClCC1CO1, [Na+], [OH-]. The product is COC(OC)c1ccc(COCC2CO2)o1. Starting materials: S(=O)(=O)(C1=CC=C(C)C=C1)OCCCCCCCCCCCCOCC(=O)OC(C)(C)C (t-Butyl 15-Tosyloxy-3-oxa-pentadecanoate), [Br-].[Li+] (lithium bromide), CCOCC (Ether), Cl (HCl). Run in CC(=O)C (acetone). Reaction conditions: time 4 hour. The product is BrCCCCCCCCCCCCOCC(=O)OC(C)(C)C (t-Butyl 15-Bromo-3-oxa-pentadecanoate). The yield is 85.0%. RXN SMILES: S(O[CH2:12][CH2:13][CH2:14][CH2:15][CH2:16][CH2:17][CH2:18][CH2:19][CH2:20][CH2:21][CH2:22][CH2:23][O:24][CH2:25][C:26]([O:28][C:29]([CH3:32])([CH3:31])[CH3:30])=[O:27])(C1C=CC(C)=CC=1)(=O)=O.[Br-:33].[Li+].CCOCC.Cl>CC(C)=O>[Br:33][CH2:12][CH2:13][CH2:14][CH2:15][CH2:16][CH2:17][CH2:18][CH2:19][CH2:20][CH2:21][CH2:22][CH2:23][O:24][CH2:25][C:26]([O:28][C:29]([CH3:32])([CH3:31])[CH3:30])=[O:27] |f:1.2|. Procedure: To 2 mmol of product 2 in acetone was added lithium bromide (7 mmol) and the solution was stirred at room temperature for 4 hours. Ether (20 ml) and dilute HCl was added, and the organic layer washed successively with water and brine, dried (MgSO4), and evaporated under reduced pressure. The product 3 was isolated as an oil in 85% yield by column chromotography (hexane/ethyl acetate 4:1). TLC (hexane/ethyl acetate 3:1) Rf=0.8. 1H-NMR 1.2-1.65 (m, 20H, CH2), 1.48 (s, 9H, (t-butyl) CH3), 3.41 (t, ... Reactants: [N+](=O)([O-])C1=CC=C(OCCN2N=CN=C2)C=C1 (1-[2-(4-nitrophenoxy)ethyl]-1,2,4-triazole), [Cl-].[Ca+2].[Cl-] (calcium chloride), reduced iron. The solvent is C(C)O (ethanol). The product is N1(N=CN=C1)CCOC1=CC=C(N)C=C1 (4-[2-(1,2,4-triazol-1-yl)ethoxy]aniline). Isolated yield 65.9%. As a reaction SMILES: [N+:1]([C:4]1[CH:17]=[CH:16][C:7]([O:8][CH2:9][CH2:10][N:11]2[CH:15]=[N:14][CH:13]=[N:12]2)=[CH:6][CH:5]=1)([O-])=O.[Cl-].[Ca+2].[Cl-]>C(O)C>[N:11]1([CH2:10][CH2:9][O:8][C:7]2[CH:16]=[CH:17][C:4]([NH2:1])=[CH:5][CH:6]=2)[CH:15]=[N:14][CH:13]=[N:12]1 |f:1.2.3|. Procedure: 2-(4-nitrophenoxy) ethanol (3.0 g) was dissolved in THF (60 ml), triethylamine (2.74 ml) and methanesulfonyl chloride (1.4 ml) were added to the mixture, and the mixture was stirred for 1 hour at room temperature. The reaction solution was added to water, and extracted with ethyl acetate. The organic layer was washed with saturated brine, and dried over magnesium sulfate. The solvent was removed under reduced pressure, and a solution (15 ml) of the obtained residue in DMF was added dropwise to a... Starting materials: [N+](=O)([O-])C=1C=CC(=NC1)COS(=O)(=O)C (methanesulfonic acid 5-nitro-pyridin-2-ylmethyl ester), COC1=CC=C(CN2C(CNCC2)(C)C)C=C1 (1-(4-methoxy-benzyl)-2,2-dimethyl-piperazine), C([O-])([O-])=O.[Cs+].[Cs+] (cesium carbonate). Solvent: CN(C)C=O (DMF). Reaction conditions: time 5 hour. The product is COC1=CC=C(CN2C(CN(CC2)CC2=NC=C(C=C2)[N+](=O)[O-])(C)C)C=C1 (1-(4-Methoxy-benzyl)-2,2-dimethyl-4-(5-nitro-pyridin-2-ylmethyl)-piperazine). Yield: 80.2%. As a reaction SMILES: [N+:1]([C:4]1[CH:5]=[CH:6][C:7]([CH2:10]OS(C)(=O)=O)=[N:8][CH:9]=1)([O-:3])=[O:2].[CH3:16][O:17][C:18]1[CH:32]=[CH:31][C:21]([CH2:22][N:23]2[CH2:28][CH2:27][NH:26][CH2:25][C:24]2([CH3:30])[CH3:29])=[CH:20][CH:19]=1.C(=O)([O-])[O-].[Cs+].[Cs+]>CN(C=O)C>[CH3:16][O:17][C:18]1[CH:19]=[CH:20][C:21]([CH2:22][N:23]2[CH2:28][CH2:27][N:26]([CH2:10][C:7]3[CH:6]=[CH:5][C:4]([N+:1]([O-:3])=[O:2])=[CH:9][N:8]=3)[CH2:25][C:24]2([CH3:30])[CH3:29])=[CH:31][CH:32]=1 |f:2.3.4|. Procedure: A mixture of methanesulfonic acid 5-nitro-pyridin-2-ylmethyl ester (Step 112.3) (0.5 g, 2.16 mmol), 1-(4-methoxy-benzyl)-2,2-dimethyl-piperazine (Step 108.2) (0.655 g, 2.8 mmol, 1.3 equiv), cesium carbonate (0.845 g, 2.6 mmol, 1.2 equiv), and DMF (4 ml) was stirred for 5 h at rt, quenched by addition of a saturated aqueous solution of NaHCO3 and extracted with EtOAc. The organic phase was washed with a saturated aqueous solution of NaHCO3, dried (Na2SO4), filtered and concentrated. The residue w... Reactants: C1CCC(CC1)N=C=NC2CCCCC2 (DCC), C=1C=CC2=C(C1)N=NN2O (HOBt), CNC(NN)=S (4-Methyl-3-thiosemicarbazide). Reaction conditions: temperature 0 celsius, time 30 minute. Run in O1CCCC1 (tetrahydrofuran). Yields the product CN1C(NN=C1C1=C(N=CO1)C)=S (4-methyl-5-(4-methyl-1,3-oxazol-5-yl)-2,4-dihydro-3H-1,2,4-triazole-3-thione). Reported procedure: This material (498 g, 1 wt) was dissolved in dry tetrahydrofuran (5 vol), under nitrogen, cooled to 0° C. DCC (1.62 wt, 1 eq) was added portionwise followed by HOBt (1.07 wt, 1 eq). The mixture was warmed to 25±2° C. and stirred for 30 min. 4-Methyl-3-thiosemicarbazide (0.83 wt, 1 eq) was then added and the mixture further stirred for 2 h at 25±2° C. The mixture was filtered and the cake was washed with fresh tetrahydrofuran (1 vol) and dried on the filter for a few hours. The cake was suspended... As a reaction SMILES: C1C[CH2:5][CH:4]([N:7]=[C:8]=NC2CCCCC2)[CH2:3][CH2:2]1.C1C=CC2N([OH:25])N=NC=2C=1.[CH3:26][NH:27][C:28](=[S:31])[NH:29][NH2:30]>O1CCCC1>[CH3:26][N:27]1[C:2]([C:3]2[O:25][CH:8]=[N:7][C:4]=2[CH3:5])=[N:30][NH:29][C:28]1=[S:31].